describe an organic reaction: reactants, conditions, products, and yield From a dataset of the Open Reaction Database (ORD), a public repository of structured organic reaction records. Starting materials: C([C@@H](O)C1=CC=CC=C1)(=O)OC (methyl (S)-mandelate), N1C=NC=C1 (imidazole), [Si](C)(C)(C(C)(C)C)Cl (tert-butyldimethylsilyl chloride). The reagents and catalysts are CN(C1=CC=NC=C1)C (4-dimethylaminopyridine). Run in ClCCl (dichloromethane), CCOCC (ether). Run at time 16 hour. The product is COC(C(C1=CC=CC=C1)O[Si](C)(C)C(C)(C)C)=O ((tert-Butyl-dimethyl-silanyloxy)-phenyl-acetic acid methyl ester). Isolated yield 90.9%. Reaction SMILES: [C:1]([O:11][CH3:12])(=[O:10])[C@H:2]([C:4]1[CH:9]=[CH:8][CH:7]=[CH:6][CH:5]=1)[OH:3].N1C=CN=C1.[Si:18](Cl)([C:21]([CH3:24])([CH3:23])[CH3:22])([CH3:20])[CH3:19]>ClCCl.CN(C)C1C=CN=CC=1.CCOCC>[CH3:12][O:11][C:1](=[O:10])[CH:2]([O:3][Si:18]([C:21]([CH3:24])([CH3:23])[CH3:22])([CH3:20])[CH3:19])[C:4]1[CH:9]=[CH:8][CH:7]=[CH:6][CH:5]=1. Procedure: To a solution of commercially available methyl (S)-mandelate (2.39 g, 14.4 mmol) in dichloromethane (50 mL) is added imidazole (1.18 g, 17.3 mmol), tert-butyldimethylsilyl chloride (2.38 g, 15.8 mmol) and 4-dimethylaminopyridine (176 mg, 1.44 mmol). The mixture is stirred for 16 hrs then diluted with ether, washed with water, brine, then dried (MgSO4), filtered and concentrated. The residue is purified by chromatography on silica gel; elution with EtOAc:heptane (25:75) gives 3.67 g of the produc... The reactants are OC1=CC=C(C=O)C=C1 (4-hydroxybenzaldehyde), C(C1=CC=CC=C1)(=O)CC(=O)OCC (ethyl benzoylacetate), N1CCCCC1 (piperidine). The reagents and catalysts are C(C)(=O)O (acetic acid). The solvent is CCO (EtOH), CCO (EtOH). Reaction conditions: time 8 hour. Yields the product C(C)OC(C(=CC1=CC=C(C=C1)O)C(C1=CC=CC=C1)=O)=O (Ethyl2-Benzoyl-3-(4-hydroxyphenyl)propenoate). Yield: 79.2%. As a reaction SMILES: [OH:1][C:2]1[CH:9]=[CH:8][C:5]([CH:6]=O)=[CH:4][CH:3]=1.[C:10]([CH2:18][C:19]([O:21][CH2:22][CH3:23])=[O:20])(=[O:17])[C:11]1[CH:16]=[CH:15][CH:14]=[CH:13][CH:12]=1.N1CCCCC1>CCO.C(O)(=O)C>[CH2:22]([O:21][C:19](=[O:20])[C:18]([C:10](=[O:17])[C:11]1[CH:16]=[CH:15][CH:14]=[CH:13][CH:12]=1)=[CH:6][C:5]1[CH:8]=[CH:9][C:2]([OH:1])=[CH:3][CH:4]=1)[CH3:23]. Procedure: To a solution of 4-hydroxybenzaldehyde (31.7 g, 0.26 mol) and ethyl benzoylacetate (45.5 ml, 0.26 mol) in EtOH (45 ml) under an argon atmosphere was added piperidine (2.6 ml, 0.026 mol) and acetic acid (3 drops). After stirring at room temperature overnight, the resulting solid mixture was treated with hot EtOH (700 ml), and then allowed to cool. The crystals which formed were collected by filtration to afford the title compound (61.0 g, 79%).